From a dataset of the Open Reaction Database (ORD), a public repository of structured organic reaction records. describe an organic reaction: reactants, conditions, products, and yield The reactants are ClC=1C=NC=C(C1SC1=C(C=C(S1)C(=O)O)[N+](=O)[O-])Cl (5-[(3,5-dichloro-4-pyridyl)sulfanyl]-4-nitro-thiophene-2-carboxylic acid), OCCN (2-hydroxylethylamine). Product: ClC=1C=NC=C(C1SC1=C(C=C(S1)C(=O)NCCO)[N+](=O)[O-])Cl (5-[(3,5-dichloro-4-pyridyl)sulfanyl]-N-(2-hydroxyethyl)-4-nitro-thiophene-2-carboxamide), solid. Yield: 17.0%. Reaction SMILES: [Cl:1][C:2]1[CH:3]=[N:4][CH:5]=[C:6]([Cl:20])[C:7]=1[S:8][C:9]1[S:13][C:12]([C:14]([OH:16])=O)=[CH:11][C:10]=1[N+:17]([O-:19])=[O:18].[OH:21][CH2:22][CH2:23][NH2:24]>>[Cl:20][C:6]1[CH:5]=[N:4][CH:3]=[C:2]([Cl:1])[C:7]=1[S:8][C:9]1[S:13][C:12]([C:14]([NH:24][CH2:23][CH2:22][OH:21])=[O:16])=[CH:11][C:10]=1[N+:17]([O-:19])=[O:18]. Procedure: Prepared according to the procedure described for example 44 from 5-[(3,5-dichloro-4-pyridyl)sulfanyl]-4-nitro-thiophene-2-carboxylic acid (35 mg, 0.1 mmol) and 2-hydroxylethylamine (17.6 mg, 0.12 mmol). The title compound was obtained as a solid (7.8 mg, 17.0% yield). MS m/z: 347.80, 349.80 [M+H]+. The reactants are Cl (HCl), C(C1=CC=CC=C1)(C1=CC=CC=C1)=N (benzophenone imine), C([O-])([O-])=O.[Cs+].[Cs+] (cesium carbonate), C=1C=CC(=CC1)P(C=2C=CC=CC2)C3=CC=C4C=CC=CC4=C3C5=C6C=CC=CC6=CC=C5P(C=7C=CC=CC7)C=8C=CC=CC8 (BINAP), C(C1=CC=CC=C1)OC(=O)N1CC2CCC(C1)C2C2=CC(=CC=C2)OS(=O)(=O)C(F)(F)F (8-[3-(Trifluoro-methanesulfonyloxy)-phenyl]-3-aza-bicyclo[3.2.1]octane-3-carboxylic acid benzyl ester), C(=O)(O)[O-].[Na+] (NaHCO3). Reagents/catalysts: C(C)(=O)[O-].[Pd+2].C(C)(=O)[O-] (palladium (II) acetate). The solvent is C1CCOC1 (THF), C1CCOC1 (THF), C1CCOC1 (THF). Conditions: temperature 80 celsius, time 30 minute. Yields the product C(C1=CC=CC=C1)OC(=O)N1CC2CCC(C1)C2C2=CC(=CC=C2)N (8-(3-Amino-phenyl)-3-aza-bicyclo[3.2.1]octane-3-carboxylic acid benzyl ester). Yield: 56.6%. As a reaction SMILES: [CH2:1]([O:8][C:9]([N:11]1[CH2:17][CH:16]2[CH:18]([C:19]3[CH:24]=[CH:23][CH:22]=[C:21](OS(C(F)(F)F)(=O)=O)[CH:20]=3)[CH:13]([CH2:14][CH2:15]2)[CH2:12]1)=[O:10])[C:2]1[CH:7]=[CH:6][CH:5]=[CH:4][CH:3]=1.C(=[NH:46])(C1C=CC=CC=1)C1C=CC=CC=1.C(=O)([O-])[O-].[Cs+].[Cs+].C1C=CC(P(C2C(C3C(P(C4C=CC=CC=4)C4C=CC=CC=4)=CC=C4C=3C=CC=C4)=C3C(C=CC=C3)=CC=2)C2C=CC=CC=2)=CC=1.Cl.C([O-])(O)=O.[Na+]>C1COCC1.C([O-])(=O)C.[Pd+2].C([O-])(=O)C>[CH2:1]([O:8][C:9]([N:11]1[CH2:17][CH:16]2[CH:18]([C:19]3[CH:24]=[CH:23][CH:22]=[C:21]([NH2:46])[CH:20]=3)[CH:13]([CH2:14][CH2:15]2)[CH2:12]1)=[O:10])[C:2]1[CH:7]=[CH:6][CH:5]=[CH:4][CH:3]=1 |f:2.3.4,7.8,10.11.12|. Procedure: 8-[3-(Trifluoro-methanesulfonyloxy)-phenyl]-3-aza-bicyclo[3.2.1]octane-3-carboxylic acid benzyl ester (800 mg, theoretical amount 1.24 mmol) was azeotroped with THF (2×20 mL) then dissolved in anhydrous THF (10 mL) with benzophenone imine (0.260 mL, 1.55 mmol), cesium carbonate (606 mg, 1.86 mmol) and BINAP (racemic, 77 mg, 0.12 mmol). The reaction vessel was degassed (evac./N2 purge 3×) before charging with palladium (II) acetate (28 mg, 0.12 mmol). The reaction was warmed to 80° C. 18 h, at wh... Starting materials: C(C1=CC=CC=C1)OC(N(C[C@@H]([C@H](CCC)O)NC(CC(NC1=CC(=CC(=C1)C(F)(F)F)NC(=O)NCC)=O)=O)CC1=C(C=C(C=C1)C)C)=O ((2,4-dimethyl-benzyl)-[(2S,3S)-2-{2-[3-(3-ethyl-ureido)-5-trifluoromethyl-phenylcarbamoyl]-acetylamino}-3-hydroxy-hexyl]-carbamic acid benzyl ester). Reagents/catalysts: [Pd] (Pd/C). Solvent: CO (MeOH). Run at time 12 hour. Yields the product CC1=C(CNC[C@@H]([C@H](CCC)O)NC(CC(=O)NC2=CC(=CC(=C2)C(F)(F)F)NC(=O)NCC)=O)C=CC(=C1)C (N-{(1S,2S)-1-[(2,4-Dimethyl-benzylamino)-methyl]-2-hydroxy-pentyl}-N′-[3-(3-ethyl-ureido)-5-trifluoromethyl-phenyl]-malonamide). Reaction SMILES: C(OC(=O)[N:10]([CH2:41][C:42]1[CH:47]=[CH:46][C:45]([CH3:48])=[CH:44][C:43]=1[CH3:49])[CH2:11][C@H:12]([NH:18][C:19](=[O:40])[CH2:20][C:21](=[O:39])[NH:22][C:23]1[CH:28]=[C:27]([C:29]([F:32])([F:31])[F:30])[CH:26]=[C:25]([NH:33][C:34]([NH:36][CH2:37][CH3:38])=[O:35])[CH:24]=1)[C@@H:13]([OH:17])[CH2:14][CH2:15][CH3:16])C1C=CC=CC=1>CO.[Pd]>[CH3:49][C:43]1[CH:44]=[C:45]([CH3:48])[CH:46]=[CH:47][C:42]=1[CH2:41][NH:10][CH2:11][C@H:12]([NH:18][C:19](=[O:40])[CH2:20][C:21]([NH:22][C:23]1[CH:28]=[C:27]([C:29]([F:30])([F:31])[F:32])[CH:26]=[C:25]([NH:33][C:34]([NH:36][CH2:37][CH3:38])=[O:35])[CH:24]=1)=[O:39])[C@@H:13]([OH:17])[CH2:14][CH2:15][CH3:16]. Procedure details: The compound (2,4-dimethyl-benzyl)-[(2S,3S)-2-{2-[3-(3-ethyl-ureido)-5-trifluoromethyl-phenylcarbamoyl]-acetylamino}-3-hydroxy-hexyl]-carbamic acid benzyl ester was dissolved in MeOH (2 mL). This solution was charged with 5% Pd/C, Degussa style (11 mg), stirred under H2 (1 atm) for 12 h at RT, filtered, and concentrated in vacuo. Purification of the residue by reverse-phase HPLC provided the title compound as a white powder after lyopholization. MS found: (M+H)+=566.3. Reactants: S(=O)(=O)(C(F)(F)F)OS(=O)(=O)C(F)(F)F (Triflic anhydride), OCCCSC1C(OCC1)=O (3-(3-hydroxypropylthio)-dihydrofuran-2(3H)-one), C(C)(C)(C)C1=NC(=CC=C1)C(C)(C)C (2,6-di-tert-butylpyridine). The solvent is C(Cl)Cl (methylene chloride), C(Cl)Cl (methylene chloride). Run at temperature 0 celsius, time 15 minute. Product: FC(S(=O)(=O)OCCCSC1C(OCC1)=O)(F)F (3-(2-oxotetrahydrofuran-3-ylthio)propyl trifluoromethanesulfonate). As a reaction SMILES: S([O:8][S:9]([C:12]([F:15])([F:14])[F:13])(=[O:11])=[O:10])(C(F)(F)F)(=O)=O.C(C1C=CC=C(C(C)(C)C)N=1)(C)(C)C.O[CH2:31][CH2:32][CH2:33][S:34][CH:35]1[CH2:39][CH2:38][O:37][C:36]1=[O:40]>C(Cl)Cl>[F:15][C:12]([F:13])([F:14])[S:9]([O:8][CH2:31][CH2:32][CH2:33][S:34][CH:35]1[CH2:39][CH2:38][O:37][C:36]1=[O:40])(=[O:10])=[O:11]. Reported procedure: Triflic anhydride (0.544 ml, 3.23 mmol) was added to a pre-cooled (0° C.) solution of 2,6-di-tert-butylpyridine (1.61 ml, 7.15 mmol) in methylene chloride (16 mL). A solution of 3-(3-hydroxypropylthio)-dihydrofuran-2(3H)-one (0.600 g, 3.41 mmol) dissolved in methylene chloride (2.5 mL) was added dropwise. The reaction was stirred at 0° C. for 15 minutes. The product was utilized in the subsequent step without isolation. Reactants: C1COCCN1, CCCP(=O)(O)O, Cn1ncc(C(=O)O)c1C(=O)Nc1ccn2nc(N3CCOCC3)nc2c1, C1CCOC1. The product is Cn1ncc(C(=O)N2CCOCC2)c1C(=O)Nc1ccn2nc(N3CCOCC3)nc2c1. As a reaction SMILES: [CH2:28]1[CH2:29][O:30][CH2:31][CH2:32][NH:33]1.[CH2:34]([P:35]([OH:36])([OH:37])=[O:38])[CH2:39][CH3:40].[CH3:1][n:2]1[n:3][cH:4][c:5]([C:25](=[O:26])[OH:27])[c:6]1[C:7]([NH:8][c:9]1[cH:10][c:11]2[n:12]([cH:13][cH:14]1)[n:15][c:16]([N:18]1[CH2:19][CH2:20][O:21][CH2:22][CH2:23]1)[n:17]2)=[O:24].[O:41]1[CH2:42][CH2:43][CH2:44][CH2:45]1>>[CH3:1][n:2]1[n:3][cH:4][c:5]([C:25](=[O:27])[N:33]2[CH2:28][CH2:29][O:30][CH2:31][CH2:32]2)[c:6]1[C:7]([NH:8][c:9]1[cH:10][c:11]2[n:12]([cH:13][cH:14]1)[n:15][c:16]([N:18]1[CH2:19][CH2:20][O:21][CH2:22][CH2:23]1)[n:17]2)=[O:24]. Starting materials: B(F)(F)F.C(C)N1C=C(C(C2=CC(=C(C(=C12)OC)N1CCN(CC1)C)F)=O)C(=O)O (1-ethyl-6-fluoro-8-methoxy-7-(4-methyl-1-piperazinyl)-1,4-dihydro-4-oxoquinoline-3-carboxylic acid boron trifluoride), aqueous solution, [OH-].[Na+] (sodium hydroxide). Solvent: O (water). Product: C(C)N1C=C(C(C2=CC(=C(C(=C12)OC)N1CCN(CC1)C)F)=O)C(=O)O (1-ethyl-6-fluoro-8-methoxy-7-(4-methyl-1-piperazinyl)-1,4-dihydro-4-oxoquinoline-3-carboxylic acid). Yield: 64.2%. As a reaction SMILES: B(F)(F)F.[CH2:5]([N:7]1[C:16]2[C:11](=[CH:12][C:13]([F:26])=[C:14]([N:19]3[CH2:24][CH2:23][N:22]([CH3:25])[CH2:21][CH2:20]3)[C:15]=2[O:17][CH3:18])[C:10](=[O:27])[C:9]([C:28]([OH:30])=[O:29])=[CH:8]1)[CH3:6].[OH-].[Na+]>O>[CH2:5]([N:7]1[C:16]2[C:11](=[CH:12][C:13]([F:26])=[C:14]([N:19]3[CH2:24][CH2:23][N:22]([CH3:25])[CH2:21][CH2:20]3)[C:15]=2[O:17][CH3:18])[C:10](=[O:27])[C:9]([C:28]([OH:30])=[O:29])=[CH:8]1)[CH3:6] |f:0.1,2.3|. Procedure details: 130 mg (0.0003 mole) of 1-ethyl-6-fluoro-8-methoxy-7-(4-methyl-1-piperazinyl)-1,4-dihydro-4-oxoquinoline-3-carboxylic acid boron trifluoride addition product (prepared as described in Example 39) were dissolved in 30 ml of water. 0.36 ml of a 1N aqueous solution of sodium hydroxide was added to the solution, and the reaction mixture was concentrated by evaporation under reduced pressure to give crystals. These were recrystallized from ethanol and then washed with cold water, to give 70 mg of 1-e... Starting materials: [BH4-], COC(=O)Cn1nnc(C=C2CN(C(c3ccccc3)(c3ccccc3)c3ccccc3)CCC2=O)n1, [Na+], C1CCOC1. Yields the product COC(=O)Cn1nnc(C=C2CN(C(c3ccccc3)(c3ccccc3)c3ccccc3)CCC2O)n1. RXN SMILES: [BH4-:1].[CH3:3][O:4][C:5](=[O:6])[CH2:7][n:8]1[n:9][c:10]([CH:13]=[C:14]2[CH2:15][N:16]([C:21]([c:22]3[cH:23][cH:24][cH:25][cH:26][cH:27]3)([c:28]3[cH:29][cH:30][cH:31][cH:32][cH:33]3)[c:34]3[cH:35][cH:36][cH:37][cH:38][cH:39]3)[CH2:17][CH2:18][C:19]2=[O:20])[n:11][n:12]1.[Na+:2].[O:40]1[CH2:41][CH2:42][CH2:43][CH2:44]1>>[CH3:3][O:4][C:5](=[O:6])[CH2:7][n:8]1[n:9][c:10]([CH:13]=[C:14]2[CH2:15][N:16]([C:21]([c:22]3[cH:23][cH:24][cH:25][cH:26][cH:27]3)([c:28]3[cH:29][cH:30][cH:31][cH:32][cH:33]3)[c:34]3[cH:35][cH:36][cH:37][cH:38][cH:39]3)[CH2:17][CH2:18][CH:19]2[OH:20])[n:11][n:12]1.